This data is from the Open Reaction Database (ORD), a public repository of structured organic reaction records. The task is: describe an organic reaction: reactants, conditions, products, and yield Reactants: [Br-], Clc1cc(Br)ccc1CBr, CCCC[N+](CCCC)(CCCC)CCCC, ClCCl, N#C[K], [Na+], O=C([O-])O, O. The product is N#CCc1ccc(Br)cc1Cl. As a reaction SMILES: [Br-:23].[Br:1][c:2]1[cH:3][c:4]([Cl:10])[c:5]([CH2:8][Br:9])[cH:6][cH:7]1.[CH3:24][CH2:25][CH2:26][CH2:27][N+:28]([CH2:29][CH2:30][CH2:31][CH3:32])([CH2:33][CH2:34][CH2:35][CH3:36])[CH2:37][CH2:38][CH2:39][CH3:40].[Cl:19][CH2:20][Cl:21].[K:11][C:12]#[N:13].[Na+:18].[O-:14][C:15]([OH:16])=[O:17].[OH2:22]>>[Br:1][c:2]1[cH:3][c:4]([Cl:10])[c:5]([CH2:8][C:12]#[N:13])[cH:6][cH:7]1. Starting materials: N#Cc1ccc(C(=O)O)cc1, CNOC. The reagents and catalysts are C1=CN(C=N1)C(=O)N2C=CN=C2 (CDI), C1CCC2=NCCCN2CC1 (DBU). The solvent is CN(C)C=O (DMF), CN(C)C=O (DMF), CN(C)C=O (DMF), CN(C)C=O (DMF), CN(C)C=O (DMF), CN(C)C=O (DMF). Conditions: temperature 25 celsius, time 2 hour. Product: CON(C)C(=O)c1ccc(C#N)cc1. The yield is 8.8%. RXN SMILES: CNOC.N#Cc1ccc(C(=O)O)cc1.C1=CN(C=N1)C(=O)N2C=CN=C2.C1CCC2=NCCCN2CC1.CN(C)C=O>>CON(C)C(=O)c1ccc(C#N)cc1. Starting materials: C(C)OC1=NC=CC=C1C1=NN=C(S1)CNC(=O)C=1NC=C(C1)C(C1=C(C=C(C=C1F)F)F)=O (N-{[5-(2-ethoxypyridin-3-yl)-1,3,4-thiadiazol-2-yl]methyl}-4-(2,4,6-trifluorobenzoyl)-1H-pyrrole-2-carboxamide), Cl (hydrogen chloride). Solvent: O1CCOCC1 (1,4-dioxane). Reaction conditions: time 7 hour. The product is O=C1NC=CC=C1C1=NN=C(S1)CNC(=O)C=1NC=C(C1)C(C1=C(C=C(C=C1F)F)F)=O (N-{[5-(2-oxo-1,2-dihydropyridin-3-yl)-1,3,4-thiadiazol-2-yl]methyl}-4-(2,4,6-trifluorobenzoyl)-1H-pyrrole-2-carboxamide). Isolated yield 98.8%. As a reaction SMILES: C([O:3][C:4]1[C:9]([C:10]2[S:14][C:13]([CH2:15][NH:16][C:17]([C:19]3[NH:20][CH:21]=[C:22]([C:24](=[O:34])[C:25]4[C:30]([F:31])=[CH:29][C:28]([F:32])=[CH:27][C:26]=4[F:33])[CH:23]=3)=[O:18])=[N:12][N:11]=2)=[CH:8][CH:7]=[CH:6][N:5]=1)C.Cl>O1CCOCC1>[O:3]=[C:4]1[C:9]([C:10]2[S:14][C:13]([CH2:15][NH:16][C:17]([C:19]3[NH:20][CH:21]=[C:22]([C:24](=[O:34])[C:25]4[C:26]([F:33])=[CH:27][C:28]([F:32])=[CH:29][C:30]=4[F:31])[CH:23]=3)=[O:18])=[N:12][N:11]=2)=[CH:8][CH:7]=[CH:6][NH:5]1. Procedure details: To N-{[5-(2-ethoxypyridin-3-yl)-1,3,4-thiadiazol-2-yl]methyl}-4-(2,4,6-trifluorobenzoyl)-1H-pyrrole-2-carboxamide (example 16) (102 mg, 021 mmol) was added 3 mL of 4M hydrogen chloride in 1,4-dioxane and the resulting suspension was stirred at rt for 7 hr. The reaction mixture was concentrated. The residue was triturated from dichloromethane to give the title compound (95 mg). The reactants are [BH4-], CC(C)(C)OC(=O)N1CCC(OCC(=O)Nc2ccc(-c3nc4cc(C#N)cc(C=O)c4o3)cc2)CC1, C1CCOC1, [Na+]. Yields the product CC(C)(C)OC(=O)N1CCC(OCC(=O)Nc2ccc(-c3nc4cc(C#N)cc(CO)c4o3)cc2)CC1. Reaction SMILES: [BH4-:38].[C:1](#[N:2])[c:3]1[cH:4][c:5]([CH:36]=[O:37])[c:6]2[c:7]([n:8][c:9](-[c:11]3[cH:12][cH:13][c:14]([NH:17][C:18]([CH2:19][O:20][CH:21]4[CH2:22][CH2:23][N:24]([C:27](=[O:28])[O:29][C:30]([CH3:31])([CH3:32])[CH3:33])[CH2:25][CH2:26]4)=[O:34])[cH:15][cH:16]3)[o:10]2)[cH:35]1.[CH2:40]1[O:41][CH2:42][CH2:43][CH2:44]1.[Na+:39]>>[C:1](#[N:2])[c:3]1[cH:4][c:5]([CH2:36][OH:37])[c:6]2[c:7]([n:8][c:9](-[c:11]3[cH:12][cH:13][c:14]([NH:17][C:18]([CH2:19][O:20][CH:21]4[CH2:22][CH2:23][N:24]([C:27](=[O:28])[O:29][C:30]([CH3:31])([CH3:32])[CH3:33])[CH2:25][CH2:26]4)=[O:34])[cH:15][cH:16]3)[o:10]2)[cH:35]1. Reactants: Cc1c(C(=O)O)cnn1-c1c(Cl)cc(Cl)cc1Cl, NS(N)(=O)=O, O=S(Cl)Cl, O=S1(=O)CCCC1. Product: Cc1c(C#N)cnn1-c1c(Cl)cc(Cl)cc1Cl. RXN SMILES: [Cl:1][c:2]1[c:3](-[n:10]2[n:11][cH:12][c:13]([C:16]([OH:17])=[O:18])[c:14]2[CH3:15])[c:4]([Cl:9])[cH:5][c:6]([Cl:8])[cH:7]1.[NH2:23][S:24](=[O:25])(=[O:26])[NH2:27].[S:19]([Cl:20])([Cl:21])=[O:22].[S:28]1(=[O:33])(=[O:34])[CH2:29][CH2:30][CH2:31][CH2:32]1>>[Cl:1][c:2]1[c:3](-[n:10]2[n:11][cH:12][c:13]([C:16]#[N:23])[c:14]2[CH3:15])[c:4]([Cl:9])[cH:5][c:6]([Cl:8])[cH:7]1.